From a dataset of the Open Reaction Database (ORD), a public repository of structured organic reaction records. describe an organic reaction: reactants, conditions, products, and yield The reactants are Br.C1(=CC=CC=C1)C1C(N2C(=NCCCC2)S1)(O)C1=CC=CC=C1 (2,3,5,6,7,8-hexahydro-2,3-diphenylthiazolo[3,2-a][1,3]diazepin-3-ol hydrobromide), CO (methanol), [OH-].[Na+] (sodium hydroxide). Run in O (water). Product: C1(=CC=CC=C1)C1C(N2C(=NCCCC2)S1)(O)C1=CC=CC=C1 (2,3,5,6,7,8-Hexahydro-2,3-diphenylthiazolo[3,2-a][1,3]-diazepin-3-ol). Reaction SMILES: Br.[C:2]1([CH:8]2[S:17][C:11]3=[N:12][CH2:13][CH2:14][CH2:15][CH2:16][N:10]3[C:9]2([C:19]2[CH:24]=[CH:23][CH:22]=[CH:21][CH:20]=2)[OH:18])[CH:7]=[CH:6][CH:5]=[CH:4][CH:3]=1.CO.[OH-].[Na+]>O>[C:2]1([CH:8]2[S:17][C:11]3=[N:12][CH2:13][CH2:14][CH2:15][CH2:16][N:10]3[C:9]2([C:19]2[CH:20]=[CH:21][CH:22]=[CH:23][CH:24]=2)[OH:18])[CH:3]=[CH:4][CH:5]=[CH:6][CH:7]=1 |f:0.1,3.4|. Procedure details: A 10 g. portion of 2,3,5,6,7,8-hexahydro-2,3-diphenylthiazolo[3,2-a][1,3]diazepin-3-ol hydrobromide is dissolved with stirring in 300 ml. of 50% methanol. A 10 ml. portion of 5N sodium hydroxide is added, 200 ml. of water are added and after standing, the mixture is chilled. The solid is collected, washed with water and dried, giving 8.42 g. of the desired product, m.p. 100°-103° C. Starting materials: O=C(O)CONC(=O)NCc1ccccc1, CCOC(OCC)C(C)N(Cc1csc2ccccc12)C(=O)C(N)CC(=O)NC(c1ccccc1)(c1ccccc1)c1ccccc1. Yields the product CCOC(OCC)C(C)N(Cc1csc2ccccc12)C(=O)C(CC(=O)NC(c1ccccc1)(c1ccccc1)c1ccccc1)NC(=O)CONC(=O)NCc1ccccc1. RXN SMILES: [CH2:1]([c:2]1[cH:3][cH:4][cH:5][cH:6][cH:7]1)[NH:8][C:9]([NH:10][O:11][CH2:12][C:13](=[O:14])[OH:15])=[O:16].[NH2:17][CH:18]([C:19](=[O:20])[N:21]([CH:22]([CH:23]([O:24][CH2:25][CH3:26])[O:27][CH2:28][CH3:29])[CH3:30])[CH2:31][c:32]1[c:33]2[c:34]([s:35][cH:36]1)[cH:37][cH:38][cH:39][cH:40]2)[CH2:41][C:42](=[O:43])[NH:44][C:45]([c:46]1[cH:47][cH:48][cH:49][cH:50][cH:51]1)([c:52]1[cH:53][cH:54][cH:55][cH:56][cH:57]1)[c:58]1[cH:59][cH:60][cH:61][cH:62][cH:63]1>>[CH2:1]([c:2]1[cH:3][cH:4][cH:5][cH:6][cH:7]1)[NH:8][C:9]([NH:10][O:11][CH2:12][C:13](=[O:15])[NH:17][CH:18]([C:19](=[O:20])[N:21]([CH:22]([CH:23]([O:24][CH2:25][CH3:26])[O:27][CH2:28][CH3:29])[CH3:30])[CH2:31][c:32]1[c:33]2[c:34]([s:35][cH:36]1)[cH:37][cH:38][cH:39][cH:40]2)[CH2:41][C:42](=[O:43])[NH:44][C:45]([c:46]1[cH:47][cH:48][cH:49][cH:50][cH:51]1)([c:52]1[cH:53][cH:54][cH:55][cH:56][cH:57]1)[c:58]1[cH:59][cH:60][cH:61][cH:62][cH:63]1)=[O:16]. Reactants: CCOC(=O)c1cn(C2CCCCC2)c2nc(S(C)(=O)=O)ncc2c1=O, CC(C)NS(=O)(=O)CCc1ccc(N)cc1. Yields the product CCOC(=O)c1cn(C2CCCCC2)c2nc(Nc3ccc(CCS(=O)(=O)NC(C)C)cc3)ncc2c1=O. RXN SMILES: [CH2:17]([CH3:18])[O:19][C:20](=[O:21])[c:22]1[c:23](=[O:42])[c:24]2[c:25]([n:26][c:27]([S:30]([CH3:31])(=[O:32])=[O:33])[n:28][cH:29]2)[n:34]([CH:36]2[CH2:37][CH2:38][CH2:39][CH2:40][CH2:41]2)[cH:35]1.[CH:1]([CH3:2])([CH3:3])[NH:4][S:5](=[O:6])(=[O:7])[CH2:8][CH2:9][c:10]1[cH:11][cH:12][c:13]([NH2:16])[cH:14][cH:15]1>>[CH:1]([CH3:2])([CH3:3])[NH:4][S:5](=[O:6])(=[O:7])[CH2:8][CH2:9][c:10]1[cH:11][cH:12][c:13]([NH:16][c:27]2[n:26][c:25]3[c:24]([c:23](=[O:42])[c:22]([C:20]([O:19][CH2:17][CH3:18])=[O:21])[cH:35][n:34]3[CH:36]3[CH2:37][CH2:38][CH2:39][CH2:40][CH2:41]3)[cH:29][n:28]2)[cH:14][cH:15]1. Starting materials: BrC1=C(C=C(C=C1)C=1N=C(N2C1C(=NC=C2)N)C2CCC2)OC (1-(4-bromo-3-methoxy-phenyl)-3-cyclobutyl-imidazo[1,5-a]pyrazin-8-ylamine), FC1=C(C=CC=C1)O (2-fluoro-phenol), ( 100 ). Yields the product C1(CCC1)C1=NC(=C2N1C=CN=C2N)C2=CC(=C(C=C2)OC2=C(C=CC=C2)F)OC (3-Cyclobutyl-1-[4-(2-fluoro-phenoxy)-3-methoxy-phenyl]-imidazo[1,5-a]pyrazin-8-ylamine). RXN SMILES: Br[C:2]1[CH:7]=[CH:6][C:5]([C:8]2[N:9]=[C:10]([CH:18]3[CH2:21][CH2:20][CH2:19]3)[N:11]3[CH:16]=[CH:15][N:14]=[C:13]([NH2:17])[C:12]=23)=[CH:4][C:3]=1[O:22][CH3:23].[F:24][C:25]1[CH:30]=[CH:29][CH:28]=[CH:27][C:26]=1[OH:31]>>[CH:18]1([C:10]2[N:11]3[CH:16]=[CH:15][N:14]=[C:13]([NH2:17])[C:12]3=[C:8]([C:5]3[CH:6]=[CH:7][C:2]([O:31][C:26]4[CH:27]=[CH:28][CH:29]=[CH:30][C:25]=4[F:24])=[C:3]([O:22][CH3:23])[CH:4]=3)[N:9]=2)[CH2:21][CH2:20][CH2:19]1. Reported procedure: Prepared according to a procedure analogous to that described for synthesis of Example 171, except using 1-(4-bromo-3-methoxy-phenyl)-3-cyclobutyl-imidazo[1,5-a]pyrazin-8-ylamine and 2-fluoro-phenol. 1H NMR (400 MHz, CDCl3): δ=2.01-2.11 (m, 1H), 2.14-2.25 (m, 1H), 2.46-2.55 (m, 2H), 2.59-2.71 (m, 2H), 3.83 (t, J=8.6 Hz, 1H), 3.95 (s, 3H), 6.95-7.04 (m, 3H), 7.07-7.22 (m, 5H), 7.33 (d, J=2.0 Hz, 1H). MS (ES+): m/z 404.94 (100) [MH+]. The reactants are O=C([O-])[O-], Cn1ccc2ncnc(Cl)c21, [Cs+], [Cs+], O=[N+]([O-])c1ccc(O)c(F)c1, c1ccc(Oc2ccccc2)cc1. RXN SMILES: [C:23](=[O:24])([O-:25])[O-:26].[Cl:1][c:2]1[c:3]2[c:4]([n:5][cH:6][n:7]1)[cH:8][cH:9][n:10]2[CH3:11].[Cs+:27].[Cs+:28].[N+:12](=[O:13])([O-:14])[c:15]1[cH:16][c:17]([F:22])[c:18]([OH:21])[cH:19][cH:20]1.[O:29]([c:30]1[cH:31][cH:32][cH:33][cH:34][cH:35]1)[c:36]1[cH:37][cH:38][cH:39][cH:40][cH:41]1>>[c:2]1([O:21][c:18]2[c:17]([F:22])[cH:16][c:15]([N+:12](=[O:13])[O-:14])[cH:20][cH:19]2)[c:3]2[c:4]([n:5][cH:6][n:7]1)[cH:8][cH:9][n:10]2[CH3:11]. Yields the product Cn1ccc2ncnc(Oc3ccc([N+](=O)[O-])cc3F)c21. The reactants are Clc1ncc(Br)c(Cl)n1, O=C([O-])C(O)C(O)C(=O)[O-], C[Al](C)C, CCCCCC, [K+], [Na+], C1CCOC1, O, O, O, O, O. Yields the product Cc1nc(Cl)ncc1Br. RXN SMILES: [Br:1][c:2]1[c:3]([Cl:9])[n:4][c:5]([Cl:8])[n:6][cH:7]1.[C:19]([CH:20]([CH:21]([C:22]([O-:23])=[O:24])[OH:25])[OH:26])([O-:27])=[O:28].[CH3:10][Al:11]([CH3:12])[CH3:13].[CH3:36][CH2:37][CH2:38][CH2:39][CH2:40][CH3:41].[K+:30].[Na+:29].[O:31]1[CH2:32][CH2:33][CH2:34][CH2:35]1.[OH2:14].[OH2:15].[OH2:16].[OH2:17].[OH2:18]>>[Br:1][c:2]1[c:3]([CH3:10])[n:4][c:5]([Cl:8])[n:6][cH:7]1. The reactants are CC(C)=O, Cc1c(NC(=O)CC(C)(C)C)cc2c(c1C)OC(C)(C)C2(O)c1cccc(C2OCCO2)c1, O, Cc1ccc(S(=O)(=O)[O-])cc1, c1cc[nH+]cc1. Product: Cc1c(NC(=O)CC(C)(C)C)cc2c(c1C)OC(C)(C)C2(O)c1cccc(C=O)c1. As a reaction SMILES: [CH3:52][C:53](=[O:54])[CH3:55].[O:1]1[CH:2]([c:6]2[cH:7][c:8]([C:12]3([OH:33])[C:13]([CH3:31])([CH3:32])[O:14][c:15]4[c:16]3[cH:17][c:18]([NH:23][C:24]([CH2:25][C:26]([CH3:27])([CH3:28])[CH3:29])=[O:30])[c:19]([CH3:22])[c:20]4[CH3:21])[cH:9][cH:10][cH:11]2)[O:5][CH2:4][CH2:3]1.[OH2:51].[c:34]1([CH3:35])[cH:36][cH:37][c:38]([S:39]([O-:40])(=[O:41])=[O:42])[cH:43][cH:44]1.[nH+:45]1[cH:46][cH:47][cH:48][cH:49][cH:50]1>>[O:1]=[CH:2][c:6]1[cH:7][c:8]([C:12]2([OH:33])[C:13]([CH3:31])([CH3:32])[O:14][c:15]3[c:16]2[cH:17][c:18]([NH:23][C:24]([CH2:25][C:26]([CH3:27])([CH3:28])[CH3:29])=[O:30])[c:19]([CH3:22])[c:20]3[CH3:21])[cH:9][cH:10][cH:11]1.